This data is from the Open Reaction Database (ORD), a public repository of structured organic reaction records. The task is: describe an organic reaction: reactants, conditions, products, and yield Starting materials: C(C1=CC=CC=C1)OC(NC=1SC2=C(N1)CC[C@@H](C2)NC(=O)OC(C)(C)C)=O (((S)-6-tert-butoxycarbonylamino-4,5,6,7-tetrahydro-benzothiazol-2-yl)-carbamic acid benzyl ester), C(=O)(C(F)(F)F)O (TFA). Run in C(Cl)Cl (CH2Cl2). Reaction conditions: time 1 hour. The product is FC(C(=O)O)(F)F.C(C1=CC=CC=C1)OC(NC=1SC2=C(N1)CC[C@@H](C2)N)=O (((S)-6-amino-4,5,6,7-tetrahydro-benzothiazol-2-yl)-carbamic acid benzyl ester trifluoroacetate). RXN SMILES: [CH2:1]([O:8][C:9](=[O:28])[NH:10][C:11]1[S:12][C:13]2[CH2:19][C@@H:18]([NH:20]C(OC(C)(C)C)=O)[CH2:17][CH2:16][C:14]=2[N:15]=1)[C:2]1[CH:7]=[CH:6][CH:5]=[CH:4][CH:3]=1.[C:29]([OH:35])([C:31]([F:34])([F:33])[F:32])=[O:30]>C(Cl)Cl>[F:32][C:31]([F:34])([F:33])[C:29]([OH:35])=[O:30].[CH2:1]([O:8][C:9](=[O:28])[NH:10][C:11]1[S:12][C:13]2[CH2:19][C@@H:18]([NH2:20])[CH2:17][CH2:16][C:14]=2[N:15]=1)[C:2]1[CH:3]=[CH:4][CH:5]=[CH:6][CH:7]=1 |f:3.4|. Procedure details: Dissolved ((S)-6-tert-butoxycarbonylamino-4,5,6,7-tetrahydro-benzothiazol-2-yl)-carbamic acid benzyl ester in 20 mL of CH2Cl2. Added 20 mL of TFA. Stirred for 1 h. LC-MS analysis indicated complete deprotection of BOC group. Concentrated to give 46.0 g of ((S)-6-amino-4,5,6,7-tetrahydro-benzothiazol-2-yl)-carbamic acid benzyl ester trifluoroacetate as pale yellow solid. Starting materials: COC=1C=CC=2C[C@@H]3[C@@]4(CCC(C[C@@]4(C2C1)CCN3C)=O)OC (3,14-dimethoxy-17-methylmorphinan-6-one), N#CBr (cyanogen bromide), C([O-])([O-])=O.[K+].[K+] (potassium carbonate). Solvent: C(Cl)Cl (methylene chloride). The product is C(#N)N1[C@H]2[C@@]3(CCC(C[C@@]3(C=3C=C(C=CC3C2)OC)CC1)=O)OC (17-Cyano-3,14-dimethoxymorphinan-6-one). RXN SMILES: [CH3:1][O:2][C:3]1[CH:4]=[CH:5][C:6]2[CH2:7][C@H:8]3[N:19]([CH3:20])[CH2:18][CH2:17][C@@:14]4([C:15]=2[CH:16]=1)[C@@:9]3([O:22][CH3:23])[CH2:10][CH2:11][C:12](=[O:21])[CH2:13]4.[N:24]#CBr.C(=O)([O-])[O-].[K+].[K+]>C(Cl)Cl>[C:20]([N:19]1[CH2:18][CH2:17][C@@:14]23[C:15]4[CH:16]=[C:3]([O:2][CH3:1])[CH:4]=[CH:5][C:6]=4[CH2:7][C@@H:8]1[C@:9]2([O:22][CH3:23])[CH2:10][CH2:11][C:12](=[O:21])[CH2:13]3)#[N:24] |f:2.3.4|. Procedure: A solution of 3,14-dimethoxy-17-methylmorphinan-6-one (0.490 g, 1.55 mmol) in methylene chloride (25 ml) was treated with cyanogen bromide (0.977 g, 9.3 mmol) and anhydrous potassium carbonate (1.285 g, 9.3 mmol). The mixture was refluxed for 22 hours, filtered through Celite and the filtrate washed with water (3×50 ml). The organic solution was separated, dried over MgSO4, filtered and concentrated under reduced pressure to give 0.463 g (92% theory) of the desired product as a yellow solid (m.p... The reactants are CC1(OC2=C(C(=CC(=C2)C(C)C(CCCCC)C)O)C=2C1=CC=NC2)C (5,5-dimethyl-10-hydroxy-8-(3-methyl-2-octyl)-5H-[1]benzopyrano[3,4-d]pyridine), Cl.N1(CCCCC1)CCCC(=O)O (γ-piperidinobutyric acid hydrochloride), C1(CCCCC1)N=C=NC1CCCCC1 (N,N'-dicyclohexylcarbodiimide). The solvent is C(Cl)Cl (methylene chloride). Conditions: temperature 5 celsius, time 8 hour. The product is Cl.CC1(OC2=C(C(=CC(=C2)C(C)C(CCCCC)C)OC(CCCN2CCCCC2)=O)C=2C1=CC=NC2)C (5,5-Dimethyl-8-(3-methyl-2-octyl)-10-[4-(piperidino)butyryloxy]-5H-[1]benzopyrano[3,4-d]pyridine hydrochloride). Reaction SMILES: [CH3:1][C:2]1([CH3:26])[C:21]2=[CH:22][CH:23]=[N:24][CH:25]=[C:20]2[C:5]2[C:6]([OH:19])=[CH:7][C:8]([CH:10]([CH:12]([CH3:18])[CH2:13][CH2:14][CH2:15][CH2:16][CH3:17])[CH3:11])=[CH:9][C:4]=2[O:3]1.[ClH:27].[N:28]1([CH2:34][CH2:35][CH2:36][C:37](O)=[O:38])[CH2:33][CH2:32][CH2:31][CH2:30][CH2:29]1.C1(N=C=NC2CCCCC2)CCCCC1>C(Cl)Cl>[ClH:27].[CH3:26][C:2]1([CH3:1])[C:21]2=[CH:22][CH:23]=[N:24][CH:25]=[C:20]2[C:5]2[C:6]([O:19][C:37](=[O:38])[CH2:36][CH2:35][CH2:34][N:28]3[CH2:33][CH2:32][CH2:31][CH2:30][CH2:29]3)=[CH:7][C:8]([CH:10]([CH:12]([CH3:18])[CH2:13][CH2:14][CH2:15][CH2:16][CH3:17])[CH3:11])=[CH:9][C:4]=2[O:3]1 |f:1.2,5.6|. Procedure: A mixture of 3.53 g. (0.01 mole) of 5,5-dimethyl-10-hydroxy-8-(3-methyl-2-octyl)-5H-[1]benzopyrano[3,4-d]pyridine, 2.07 g. (0.01 mole) of γ-piperidinobutyric acid hydrochloride, 2.16 g. (0.0105 mole) of N,N'-dicyclohexylcarbodiimide, and 160 ml. of dried methylene chloride was stirred overnight at room temperature. The reaction mixture was cooled at approximately 5° C. for several hours and was filtered to remove dicyclohexylurea. The filtrate was evaporated in vacuo and the residue was dissolve... Reactants: FC(C(=O)O)(F)F (trifluoroacetic acid), OC(C)C1=NN2C(N(C=3C=CC=CC3C2=C1)C)=O (2-(1-hydroxyethyl)-6-methylpyrazolo[1,5-c]quinazolin-5(6H)-one), solid, [O-]C#N.[Na+] (sodium cyanate), O (water). Run in C1=CC=CC=C1 (benzene). Conditions: time 2 hour. Product: NC(=O)OC(C)C1=NN2C(N(C=3C=CC=CC3C2=C1)C)=O (2-[1-[(Aminocarbonyl)oxy]ethyl]-6-methylpyrazolo-[1,5-c]quinazolin-5(6H)-one). Reaction SMILES: [OH:1][CH:2]([C:4]1[CH:16]=[C:15]2[N:6]([C:7](=[O:18])[N:8]([CH3:17])[C:9]3[CH:10]=[CH:11][CH:12]=[CH:13][C:14]=32)[N:5]=1)[CH3:3].[O-:19][C:20]#[N:21].[Na+].FC(F)(F)C(O)=O.O>C1C=CC=CC=1>[NH2:21][C:20]([O:1][CH:2]([C:4]1[CH:16]=[C:15]2[N:6]([C:7](=[O:18])[N:8]([CH3:17])[C:9]3[CH:10]=[CH:11][CH:12]=[CH:13][C:14]=32)[N:5]=1)[CH3:3])=[O:19] |f:1.2|. Procedure details: To a suspension of 3.7 g (0.0172 mole) of 2-(1-hydroxyethyl)-6-methylpyrazolo[1,5-c]quinazolin-5(6H)-one in 30 ml of benzene there is added 2.6 g (0.036 mole) of solid, 90% sodium cyanate followed by the dropwise addition of 3.1 ml (0.041 mole) of trifluoroacetic acid. The reaction mixture is stirred on a magnetic stirrer at approximately 120 revolutions per minute for 2 hours at room temperature. By the end of this time a gum separates. The reaction mixture is subsequently treated with 15 ml of... Starting materials: C1CCOC1, COC(=O)Cc1ccc(OC)c(-c2ccc(C(F)(F)F)cc2C=O)c1, CO, Cl, [Na+], [OH-]. Product: COc1ccc(CC(=O)O)cc1-c1ccc(C(F)(F)F)cc1C=O. As a reaction SMILES: [CH2:31]1[O:32][CH2:33][CH2:34][CH2:35]1.[CH3:1][O:2][C:3]([CH2:4][c:5]1[cH:6][c:7](-[c:13]2[c:14]([CH:23]=[O:24])[cH:15][c:16]([C:19]([F:20])([F:21])[F:22])[cH:17][cH:18]2)[c:8]([O:11][CH3:12])[cH:9][cH:10]1)=[O:25].[CH3:29][OH:30].[ClH:28].[Na+:27].[OH-:26]>>[O:2]=[C:3]([CH2:4][c:5]1[cH:6][c:7](-[c:13]2[c:14]([CH:23]=[O:24])[cH:15][c:16]([C:19]([F:20])([F:21])[F:22])[cH:17][cH:18]2)[c:8]([O:11][CH3:12])[cH:9][cH:10]1)[OH:25]. Reactants: BrC1C(CCCC1)=O (2-bromocyclohexanone), methyl ester, NC1=C(C(=O)O)C=C(C=C1)C (2-amino-5-methylbenzoic acid). Product: methyl ester, CC=1C=C(C=2NC=3CCCCC3C2C1)C(=O)O (3-methyl-5,6,7,8-tetrahydrocarbazole-1-carboxylic acid). The yield is 55.0%. Reaction SMILES: Br[CH:2]1[CH2:7][CH2:6][CH2:5][CH2:4][C:3]1=O.[NH2:9][C:10]1[CH:18]=[CH:17][C:16]([CH3:19])=[CH:15][C:11]=1[C:12]([OH:14])=[O:13]>>[CH3:19][C:16]1[CH:15]=[C:11]([C:12]([OH:14])=[O:13])[C:10]2[NH:9][C:2]3[CH2:7][CH2:6][CH2:5][CH2:4][C:3]=3[C:18]=2[CH:17]=1. Procedure details: Under the conditions of Example 60, 2-bromocyclohexanone is reacted with the methyl ester of 2-amino-5-methylbenzoic acid; after recrystallization from cyclohexane, the methyl ester of 3-methyl-5,6,7,8-tetrahydrocarbazole-1-carboxylic acid is obtained in a 55% yield, m.p. 111° C.